This data is from the Open Reaction Database (ORD), a public repository of structured organic reaction records. The task is: describe an organic reaction: reactants, conditions, products, and yield The reactants are OC(CCl)c1ccc(F)cc1, [N-]=[N+]=[N-], [Na+], CN(C)C=O, O. The product is [N-]=[N+]=NCC(O)c1ccc(F)cc1. RXN SMILES: [Cl:5][CH2:6][CH:7]([OH:8])[c:9]1[cH:10][cH:11][c:12]([F:15])[cH:13][cH:14]1.[N-:2]=[N+:3]=[N-:4].[Na+:1].[O:16]=[CH:17][N:18]([CH3:19])[CH3:20].[OH2:21]>>[N:2](=[N+:3]=[N-:4])[CH2:6][CH:7]([OH:8])[c:9]1[cH:10][cH:11][c:12]([F:15])[cH:13][cH:14]1. The reactants are OC1CCCN2CCCCC12 (1-Hydroxyquinolizidine), N1C=C(C2=CC=CC=C12)C(=O)Cl (indole-3-carboxylic acid chloride). Yields the product C1(CCCN2CCCCC12)OC(=O)C1=CNC2=CC=CC=C12 (Quinolizidin-1-ylindole-3-carboxylate). RXN SMILES: [OH:1][CH:2]1[CH:11]2[N:6]([CH2:7][CH2:8][CH2:9][CH2:10]2)[CH2:5][CH2:4][CH2:3]1.[NH:12]1[C:20]2[C:15](=[CH:16][CH:17]=[CH:18][CH:19]=2)[C:14]([C:21](Cl)=[O:22])=[CH:13]1>>[CH:2]1([O:1][C:21]([C:14]2[C:15]3[C:20](=[CH:19][CH:18]=[CH:17][CH:16]=3)[NH:12][CH:13]=2)=[O:22])[CH:11]2[N:6]([CH2:7][CH2:8][CH2:9][CH2:10]2)[CH2:5][CH2:4][CH2:3]1. Procedure details: eq-1-Hydroxyquinolizidine (H. S. Aaron et al, J. Org. Chem. 1964, 29, 2248) was reacted with indole-3-carboxylic acid chloride using the method of Example 1. The product was chromatographed on silica gel eluting with ether to afford the title compound (E11a) as a white solid, mp 230°-232° C. Reactants: Nc1nc(Cl)cc(Cl)n1, Cl, [Na+], [OH-], O, Nc1ccc(Nc2ccnc3[nH]ccc23)cc1. Product: Nc1nc(Cl)cc(Nc2ccc(Nc3ccnc4[nH]ccc34)cc2)n1. RXN SMILES: [Cl:18][c:19]1[n:20][c:21]([NH2:26])[n:22][c:23]([Cl:25])[cH:24]1.[ClH:27].[Na+:29].[OH-:28].[OH2:30].[nH:1]1[cH:2][cH:3][c:4]2[c:5]1[n:6][cH:7][cH:8][c:9]2[NH:10][c:11]1[cH:12][cH:13][c:14]([NH2:17])[cH:15][cH:16]1>>[nH:1]1[cH:2][cH:3][c:4]2[c:5]1[n:6][cH:7][cH:8][c:9]2[NH:10][c:11]1[cH:12][cH:13][c:14]([NH:17][c:23]2[n:22][c:21]([NH2:26])[n:20][c:19]([Cl:18])[cH:24]2)[cH:15][cH:16]1. Reactants: BrB(Br)Br, CCCc1cc2cc(OC)ccc2c(Oc2ccc(C=CC(=O)O)cc2)c1-c1ccccc1, ClCCl. Product: CCCc1cc2cc(O)ccc2c(Oc2ccc(C=CC(=O)O)cc2)c1-c1ccccc1. RXN SMILES: [B:34]([Br:35])([Br:36])[Br:37].[CH3:1][O:2][c:3]1[cH:4][c:5]2[cH:6][c:7]([CH2:31][CH2:32][CH3:33])[c:8](-[c:25]3[cH:26][cH:27][cH:28][cH:29][cH:30]3)[c:9]([O:13][c:14]3[cH:15][cH:16][c:17]([CH:20]=[CH:21][C:22](=[O:23])[OH:24])[cH:18][cH:19]3)[c:10]2[cH:11][cH:12]1.[Cl:38][CH2:39][Cl:40]>>[OH:2][c:3]1[cH:4][c:5]2[cH:6][c:7]([CH2:31][CH2:32][CH3:33])[c:8](-[c:25]3[cH:26][cH:27][cH:28][cH:29][cH:30]3)[c:9]([O:13][c:14]3[cH:15][cH:16][c:17]([CH:20]=[CH:21][C:22](=[O:23])[OH:24])[cH:18][cH:19]3)[c:10]2[cH:11][cH:12]1. Reactants: 15, COC1CN=C(S1)NC1=CC=C(C=C1)N1CCN(CC1)C1=CC=C(C=C1)OC (4,5-dihydro-5-methoxy-N-[4-[4-(4-methoxyphenyl)-1-piperazinyl]phenyl]-2-thiazolamine), BrCC (bromoethane), [OH-].[Na+] (sodium hydroxide), CN(C=O)C (N,N-dimethylformamide). Solvent: O (water). Run at time 16 hour. The product is O.C(C)N(C=1SC(CN1)OC)C1=CC=C(C=C1)N1CCN(CC1)C1=CC=C(C=C1)OC.C(C)N(C=1SC(CN1)OC)C1=CC=C(C=C1)N1CCN(CC1)C1=CC=C(C=C1)OC (N-ethyl-4,5-dihydro-5-methoxy-N-[4-[4-(4-methoxyphenyl)-1-piperazinyl]phenyl]-2-thiazolamine hemihydrate). Isolated yield 44.4%. As a reaction SMILES: [CH3:1][O:2][CH:3]1[S:7][C:6]([NH:8][C:9]2[CH:14]=[CH:13][C:12]([N:15]3[CH2:20][CH2:19][N:18]([C:21]4[CH:26]=[CH:25][C:24]([O:27][CH3:28])=[CH:23][CH:22]=4)[CH2:17][CH2:16]3)=[CH:11][CH:10]=2)=[N:5][CH2:4]1.Br[CH2:30][CH3:31].[OH-].[Na+].CN(C)C=O>O>[OH2:2].[CH2:30]([N:8]([C:9]1[CH:14]=[CH:13][C:12]([N:15]2[CH2:16][CH2:17][N:18]([C:21]3[CH:26]=[CH:25][C:24]([O:27][CH3:28])=[CH:23][CH:22]=3)[CH2:19][CH2:20]2)=[CH:11][CH:10]=1)[C:6]1[S:7][CH:3]([O:2][CH3:1])[CH2:4][N:5]=1)[CH3:31].[CH2:30]([N:8]([C:9]1[CH:14]=[CH:13][C:12]([N:15]2[CH2:16][CH2:17][N:18]([C:21]3[CH:26]=[CH:25][C:24]([O:27][CH3:28])=[CH:23][CH:22]=3)[CH2:19][CH2:20]2)=[CH:11][CH:10]=1)[C:6]1[S:7][CH:3]([O:2][CH3:1])[CH2:4][N:5]=1)[CH3:31] |f:2.3,6.7.8|. Reported procedure: A mixture of 15 parts of 4,5-dihydro-5-methoxy-N-[4-[4-(4-methoxyphenyl)-1-piperazinyl]phenyl]-2-thiazolamine, 5.8 parts of bromoethane, 3 parts of sodium hydroxide pellets and 207 parts of N,N-dimethylformamide was stirred for 16 hours at room temperature. The reaction mixture was diluted with water. The precipitated product was filtered off and purified by column chromatography over silica gel using a mixture of trichloromethane, ethyl acetate, hexane and methanol (49::30:20:1 by volume) as el... The reactants are C(\C=C\C)=O (crotonaldehyde), C1(=CC=CC=C1)S(=O)(=O)C#N (benzenesulfonyl cyanide), Cl(=O)(=O)(=O)[O-].[Li+] (lithium perchlorate). Run at temperature 110 celsius. Yields the product C1(=CC=CC=C1)S(=O)(=O)C1=NC=CC=C1 (2-benzenesulfonylpyridine). The yield is 89.7%. Reaction SMILES: [CH:1](=O)/[CH:2]=[CH:3]/[CH3:4].[C:6]1([S:12]([C:15]#[N:16])(=[O:14])=[O:13])[CH:11]=[CH:10][CH:9]=[CH:8][CH:7]=1.Cl([O-])(=O)(=O)=O.[Li+]>>[C:6]1([S:12]([C:15]2[CH:4]=[CH:3][CH:2]=[CH:1][N:16]=2)(=[O:13])=[O:14])[CH:7]=[CH:8][CH:9]=[CH:10][CH:11]=1 |f:2.3|. Reported procedure: First, 8.05 g (113 mmol) of crotonaldehyde (2-butenal) and 9.17 g (54.9 mmol) of benzenesulfonyl cyanide were introduced to a 3-necked flask (50 ml volume) equipped with a thermometer, a magnetic stirrer, a Dean-Stark water type distilling receiver, and a condenser tube. Toluene (15 ml) as a solvent and butanol (1.5 ml) were added, and then 589 mg (5.55 mmol) of lithium perchlorate was added. Next, the mixture was heated under reflux for 15 hours while agitating at an internal temperature of 110... Reactants: (Polystyrylmethyl)trimethylammonium cyanoborohydride, N1(CCNCC1)C=1CCC=2N(N1)C(=NN2)C(F)(F)F (6-(piperazin-1-yl)-3-(trifluoromethyl)-7,8-dihydro-[1,2,4]triazolo[4,3-b]pyridazine), FC1=CC=C(C=O)C=C1 (4-fluorobenzaldehyde). Solvent: C(C)(=O)O (acetic acid), C(Cl)Cl (DCM). Conditions: time 16 hour. Product: FC1=CC=C(CN2CCN(CC2)C=2CCC=3N(N2)C(=NN3)C(F)(F)F)C=C1 (6-[4-(4-fluorobenzyl)piperazin-1-yl]-3-(trifluoromethyl)-7,8-dihydro[1,2,4]triazolo[4,3-b]pyridazine). Yield: 60.9%. As a reaction SMILES: [N:1]1([C:7]2[CH2:8][CH2:9][C:10]3[N:11]([C:13]([C:16]([F:19])([F:18])[F:17])=[N:14][N:15]=3)[N:12]=2)[CH2:6][CH2:5][NH:4][CH2:3][CH2:2]1.[F:20][C:21]1[CH:28]=[CH:27][C:24]([CH:25]=O)=[CH:23][CH:22]=1>C(O)(=O)C.C(Cl)Cl>[F:20][C:21]1[CH:28]=[CH:27][C:24]([CH2:25][N:4]2[CH2:3][CH2:2][N:1]([C:7]3[CH2:8][CH2:9][C:10]4[N:11]([C:13]([C:16]([F:17])([F:18])[F:19])=[N:14][N:15]=4)[N:12]=3)[CH2:6][CH2:5]2)=[CH:23][CH:22]=1. Reported procedure: (Polystyrylmethyl)trimethylammonium cyanoborohydride (4.1 mmol/g, 125 mg, 0.510 mmol) was added to 6-(piperazin-1-yl)-3-(trifluoromethyl)-7,8-dihydro-[1,2,4]triazolo[4,3-b]pyridazine (100 mg, 0.365 mmol) and 4-fluorobenzaldehyde (63 mg, 0.510 mmol) in 10% acetic acid in DCM (2.2 mL). The resulting mixture was stirred at ambient temperature for 16 hours, then the resin removed by filtration and the solvents evaporated. The crude product was purified by preparative HPLC (Waters XBridge Prep C18 OB... The reactants are ClC1=C(C=NC2=CN=C(C=C12)F)C#N (4-chloro-6-fluoro-1,7-naphthyridine-3-carbonitrile), FC(OC1=CC=C(N)C=C1)(F)F (4-(trifluoromethoxy)aniline), NCC=1C=NC=CC1 (3-(aminomethyl)pyridine). The product is N1=CC(=CC=C1)CNC=1C=C2C(=C(C=NC2=CN1)C#N)NC1=CC=C(C=C1)OC(F)(F)F (6-(pyridin-3-ylmethylamino)-4-(4-(trifluoromethoxy)phenylamino)-1,7-naphthyridine-3-carbonitrile). The yield is 3.8%. RXN SMILES: Cl[C:2]1[C:11]2[C:6](=[CH:7][N:8]=[C:9](F)[CH:10]=2)[N:5]=[CH:4][C:3]=1[C:13]#[N:14].[F:15][C:16]([F:26])([F:25])[O:17][C:18]1[CH:24]=[CH:23][C:21]([NH2:22])=[CH:20][CH:19]=1.[NH2:27][CH2:28][C:29]1[CH:30]=[N:31][CH:32]=[CH:33][CH:34]=1>>[N:31]1[CH:32]=[CH:33][CH:34]=[C:29]([CH2:28][NH:27][C:9]2[CH:10]=[C:11]3[C:6](=[CH:7][N:8]=2)[N:5]=[CH:4][C:3]([C:13]#[N:14])=[C:2]3[NH:22][C:21]2[CH:23]=[CH:24][C:18]([O:17][C:16]([F:25])([F:26])[F:15])=[CH:19][CH:20]=2)[CH:30]=1. Procedure details: Following the procedure described above in Example 29, 4-chloro-6-fluoro-1,7-naphthyridine-3-carbonitrile (0.200 g, 0.963 mmol) was reacted with 4-(trifluoromethoxy)aniline (0.14 mL, 0.19 g, 1.1 mmol), then with 3-(aminomethyl)pyridine. The crude product was purified twice by preparative HPLC, and lyophilized to give a fluffy, bright yellow solid (16 mg, 3.8% yield): 1H NMR (400 MHz, DMSO-D6) δ 4.57 (d, J=6.6 Hz, 2 H) 7.12 (s, 1 H) 7.33 (dd, J=7.6, 4.8 Hz, 1 H) 7.38 (s, 4 H) 7.52 (t, J=6.1 Hz, 1... RXN SMILES: [CH3:1][C:2]1[CH:11]=[C:10](O)[C:9]2[C:4](=[C:5]([Br:13])[CH:6]=[CH:7][CH:8]=2)[N:3]=1.P(Cl)(Cl)([Cl:16])=O>>[CH3:1][C:2]1[CH:11]=[C:10]([Cl:16])[C:9]2[C:4](=[C:5]([Br:13])[CH:6]=[CH:7][CH:8]=2)[N:3]=1. Reaction conditions: temperature 100 celsius. Procedure: Part A: To a quantity of 4.76 g (20 mmol) of 2-methyl-4-hydroxy-8-bromo-quinoline (J.Org.Chem. 1964, pg 3548) 15 ml of phosphorous oxychloride was added under ice-cooling. After heating to 100° C. for 30 minutes and subsequent cooling residual phosphorous oxychloride was removed by evaporation. After addition of ice water to the residue the mixture was neutralized with ammonia and extracted with CH2Cl2. The organic layer was dried over magnesium sulphate and concentrated in vacuo. The resulting ... Isolated yield 97.0%. Yields the product CC1=NC2=C(C=CC=C2C(=C1)Cl)Br (2-methyl-4-chloro-8-bromo-quinoline). The reactants are CC1=NC2=C(C=CC=C2C(=C1)O)Br (2-methyl-4-hydroxy-8-bromo-quinoline), P(=O)(Cl)(Cl)Cl (phosphorous oxychloride), P(=O)(Cl)(Cl)Cl (phosphorous oxychloride). Reactants: FC=1C=C2C(C(=CN(C2=C(C1F)F)C1=CC=C(C=C1)F)C(=O)O)=O (6,7,8-trifluoro-1,4-dihydro-4-oxo-1-(4-fluoro-phenyl)-quinoline-3-carboxylic acid), CN1CCNCC1 (N-methylpiperazine). The solvent is N1=CC=CC=C1 (pyridine). Yields the product FC=1C=C2C(C(=CN(C2=C(C1N1CCN(CC1)C)F)C1=CC=C(C=C1)F)C(=O)O)=O (6,8-Difluoro-1,4-dihydro-4-oxo-1-(4-fluorophenyl)-7-(4-methyl-1-piperazinyl)-quinoline-3-carboxylic acid). Reaction SMILES: [F:1][C:2]1[CH:3]=[C:4]2[C:9](=[C:10]([F:13])[C:11]=1F)[N:8]([C:14]1[CH:19]=[CH:18][C:17]([F:20])=[CH:16][CH:15]=1)[CH:7]=[C:6]([C:21]([OH:23])=[O:22])[C:5]2=[O:24].[CH3:25][N:26]1[CH2:31][CH2:30][NH:29][CH2:28][CH2:27]1>N1C=CC=CC=1>[F:1][C:2]1[CH:3]=[C:4]2[C:9](=[C:10]([F:13])[C:11]=1[N:29]1[CH2:30][CH2:31][N:26]([CH3:25])[CH2:27][CH2:28]1)[N:8]([C:14]1[CH:15]=[CH:16][C:17]([F:20])=[CH:18][CH:19]=1)[CH:7]=[C:6]([C:21]([OH:23])=[O:22])[C:5]2=[O:24]. Reported procedure: 3 g of 6,7,8-trifluoro-1,4-dihydro-4-oxo-1-(4-fluoro-phenyl)-quinoline-3-carboxylic acid are refluxed in 30 ml of pyridine with 2.7 g of N-methylpiperazine for 6 hours. The solvent is distilled off in vacuo, the residue is taken up in 30 ml of water and the precipitate is filtered off cold with suction, washed with water, dried in vacuo over calcium chloride at 100° C. and recrystallized from glycol monomethyl ether.